Dataset: the Open Reaction Database (ORD), a public repository of structured organic reaction records. Task: describe an organic reaction: reactants, conditions, products, and yield Reactants: Cc1ccc(Br)cc1, Cl, I, [Mg], N#Cc1ccccn1, C1CCOC1. Product: Cc1ccc(C(=O)c2ccccn2)cc1. RXN SMILES: [Br:3][c:4]1[cH:5][cH:6][c:7]([CH3:10])[cH:8][cH:9]1.[ClH:19].[I:2].[Mg:1].[N:11]#[C:12][c:13]1[cH:14][cH:15][cH:16][cH:17][n:18]1.[O:20]1[CH2:21][CH2:22][CH2:23][CH2:24]1>>[c:4]1([C:12]([c:13]2[cH:14][cH:15][cH:16][cH:17][n:18]2)=[O:20])[cH:5][cH:6][c:7]([CH3:10])[cH:8][cH:9]1.